From a dataset of the Open Reaction Database (ORD), a public repository of structured organic reaction records. describe an organic reaction: reactants, conditions, products, and yield Starting materials: CCOC(C)=O, O=C(C(F)(F)F)C(F)(F)F, O, O, O, Nc1nccs1. Product: Nc1ncc(C(O)(C(F)(F)F)C(F)(F)F)s1. As a reaction SMILES: [CH3:20][CH2:21][O:22][C:23](=[O:24])[CH3:25].[F:10][C:11]([C:12](=[O:13])[C:14]([F:15])([F:16])[F:17])([F:18])[F:19].[OH2:7].[OH2:8].[OH2:9].[s:1]1[c:2]([NH2:6])[n:3][cH:4][cH:5]1>>[s:1]1[c:2]([NH2:6])[n:3][cH:4][c:5]1[C:12]([C:11]([F:10])([F:18])[F:19])([OH:13])[C:14]([F:15])([F:16])[F:17]. Yields the product ClC1=CC=C(C=C1)C1=NC=C(C=C1)C(C1=CC(=C(C=C1)OC)OC)=O (2-(4-chlorophenyl)-5-(3,4-dimethoxybenzoyl)pridine). The reactants are ClC1=CC=C(C=C1)C1=NC=C(C=C1)C#N (2-(4-chlorophenyl)-5-cyanopyridine), O1CCCC1 (tetrahydrofuran), CCCCCC (n-hexane), C(CCC)[Li] (n-butyllithium), BrC=1C=C(C(=CC1)OC)OC (4-bromoveratrol), O1CCCC1 (tetrahydrofuran). Run at time 8 hour. Procedure details: In dry tetrahydrofuran (10 ml) was dissolved 4-bromoveratrol (1.2 g). To the solution was added dropwise slowly an n-hexane solution (3.7 ml) of 15% n-butyllithium, while stirring under cooling at -68° C. to -70° C. under an atmosphere of nitrogen gas. The mixture was stirred for 20 minutes at the same temperature range for 20 minutes. Then there was added dropwise in the course of 30 minutes a solution of 2-(4-chlorophenyl)-5-cyanopyridine (0.8 g) in dry tetrahydrofuran (8 ml). The mixture was ... As a reaction SMILES: Br[C:2]1[CH:3]=[C:4]([O:10][CH3:11])[C:5]([O:8][CH3:9])=[CH:6][CH:7]=1.CCCCCC.C([Li])CCC.[Cl:23][C:24]1[CH:29]=[CH:28][C:27]([C:30]2[CH:35]=[CH:34][C:33]([C:36]#N)=[CH:32][N:31]=2)=[CH:26][CH:25]=1.[O:38]1CCCC1>CO>[Cl:23][C:24]1[CH:29]=[CH:28][C:27]([C:30]2[CH:35]=[CH:34][C:33]([C:36](=[O:38])[C:2]3[CH:7]=[CH:6][C:5]([O:8][CH3:9])=[C:4]([O:10][CH3:11])[CH:3]=3)=[CH:32][N:31]=2)=[CH:26][CH:25]=1. Solvent: CO (methanol). Reactants: ClC1=NC=CC(=N1)NC1=NNC(=C1)OCC1CC1 ((2-chloro-pyrimidin-4-yl)-(5-cyclopropylmethoxy-1H-pyrazol-3-yl)-amine), N1C=CC2=C(C=CC=C12)CN ((1H-indol-4-yl)methanamine). Yields the product N1C=CC2=C(C=CC=C12)CNC1=NC=CC(=N1)NC1=NNC(=C1)OCC1CC1 (N2-((1H-indol-4-yl)methyl)-N4(5-(cyclopropylmethoxy)-1H-pyrazol-3-yl)pyrimidine-2,4-diamine). Reaction SMILES: Cl[C:2]1[N:7]=[C:6]([NH:8][C:9]2[CH:13]=[C:12]([O:14][CH2:15][CH:16]3[CH2:18][CH2:17]3)[NH:11][N:10]=2)[CH:5]=[CH:4][N:3]=1.[NH:19]1[C:27]2[C:22](=[C:23]([CH2:28][NH2:29])[CH:24]=[CH:25][CH:26]=2)[CH:21]=[CH:20]1>>[NH:19]1[C:27]2[C:22](=[C:23]([CH2:28][NH:29][C:2]3[N:7]=[C:6]([NH:8][C:9]4[CH:13]=[C:12]([O:14][CH2:15][CH:16]5[CH2:18][CH2:17]5)[NH:11][N:10]=4)[CH:5]=[CH:4][N:3]=3)[CH:24]=[CH:25][CH:26]=2)[CH:21]=[CH:20]1. Reported procedure: N2-((1H-indol-4-yl)methyl)-N4(5-(cyclopropylmethoxy)-1H-pyrazol-3-yl)pyrimidine-2,4-diamine (I-42) was prepared analogously except 77 was replaced with (2-chloro-pyrimidin-4-yl)-(5-cyclopropylmethoxy-1H-pyrazol-3-yl)-amine and (1H-indol-4-yl)methanamine was replaced with 116. Starting materials: CO (MeOH), [H-].[Na+] (NaH), C1(CCC1)N1CCN(CCC1)C(=O)N1CC(C1)O (1-[(4-cyclobutyl-1,4-diazepan-1-yl)carbonyl]azetidin-3-ol), [H-].[Na+] (NaH), ClC1=NC=C(C=N1)F (2-chloro-5-fluoro-pyrimidine). Run in ClCCl (dichloromethane), CS(=O)C (DMSO). Conditions: time 2 hour. The product is C1(CCC1)N1CCN(CCC1)C(=O)N1CC(C1)OC1=NC=C(C=N1)OC (1-cyclobutyl-4-({3-[(5-methoxypyrimidin-2-yl)oxy]azetidin-1-yl}carbonyl)-1,4-diazepane). Isolated yield 28.1%. Reaction SMILES: [CH:1]1([N:5]2[CH2:11][CH2:10][CH2:9][N:8]([C:12]([N:14]3[CH2:17][CH:16]([OH:18])[CH2:15]3)=[O:13])[CH2:7][CH2:6]2)[CH2:4][CH2:3][CH2:2]1.[H-].[Na+].Cl[C:22]1[N:27]=[CH:26][C:25](F)=[CH:24][N:23]=1.[CH3:29][OH:30]>CS(C)=O.ClCCl>[CH:1]1([N:5]2[CH2:11][CH2:10][CH2:9][N:8]([C:12]([N:14]3[CH2:15][CH:16]([O:18][C:22]4[N:27]=[CH:26][C:25]([O:30][CH3:29])=[CH:24][N:23]=4)[CH2:17]3)=[O:13])[CH2:7][CH2:6]2)[CH2:4][CH2:3][CH2:2]1 |f:1.2|. Procedure: To a stirred solution of 1-[(4-cyclobutyl-1,4-diazepan-1-yl)carbonyl]azetidin-3-ol (50 mg, 0.197 mmol) in DMSO (2 ml) was added NaH (16 mg of a 60% dispersion in mineral oil, 0.40 mmol) at room temperature in one portion. The suspension was stirred for 2 hours at room temperature then 2-chloro-5-fluoro-pyrimidine (26 mg, 0.20 mmol) was added in one portion. The mixture was heated at 60° C. in a sealed tube for 16 hours. After cooling to room temperature the solution was treated with MeOH (8 μl, ...